The task is: describe an organic reaction: reactants, conditions, products, and yield. This data is from the Open Reaction Database (ORD), a public repository of structured organic reaction records. The reactants are CO, C=CC(C)(C)C(O)c1cc(C(=O)OC)ccc1-c1cc(OC)ccc1F. Reaction SMILES: [CH3:27][OH:28].[F:1][c:2]1[c:3](-[c:10]2[c:11]([CH:20]([C:21]([CH:22]=[CH2:23])([CH3:24])[CH3:25])[OH:26])[cH:12][c:13]([C:16](=[O:17])[O:18][CH3:19])[cH:14][cH:15]2)[cH:4][c:5]([O:8][CH3:9])[cH:6][cH:7]1>>[F:1][c:2]1[c:3](-[c:10]2[c:11]([CH:20]([C:21]([CH2:22][CH3:23])([CH3:24])[CH3:25])[OH:26])[cH:12][c:13]([C:16](=[O:17])[O:18][CH3:19])[cH:14][cH:15]2)[cH:4][c:5]([O:8][CH3:9])[cH:6][cH:7]1. Yields the product CCC(C)(C)C(O)c1cc(C(=O)OC)ccc1-c1cc(OC)ccc1F. The reactants are CC#N, CCOC(C)=O, COC(=O)C=C(C)c1ccc2nccn2c1, O=C1CCC(=O)N1I. The product is COC(=O)C=C(C)c1ccc2ncc(I)n2c1. RXN SMILES: [CH3:25][C:26]#[N:27].[CH3:28][CH2:29][O:30][C:31](=[O:32])[CH3:33].[CH3:9][O:10][C:11]([CH:12]=[C:13]([CH3:14])[c:15]1[cH:16][cH:17][c:18]2[n:19]([cH:20]1)[cH:21][cH:22][n:23]2)=[O:24].[I:1][N:2]1[C:3](=[O:4])[CH2:5][CH2:6][C:7]1=[O:8]>>[I:1][c:21]1[n:19]2[c:18]([cH:17][cH:16][c:15]([C:13](=[CH:12][C:11]([O:10][CH3:9])=[O:24])[CH3:14])[cH:20]2)[n:23][cH:22]1.